This data is from the Open Reaction Database (ORD), a public repository of structured organic reaction records. The task is: describe an organic reaction: reactants, conditions, products, and yield Reactants: O1CCOC=2C=NC(=CC21)C(C[Si](C)(C)C)O (1-(2,3-Dihydro-[1,4]dioxino[2,3-c]pyridin-7-yl)-2-trimethylsilanyl-ethanol), CC(C)([O-])C.[K+] (potassium t-butoxide). The solvent is O1CCCC1 (tetrahydrofuran), O1CCCC1 (tetrahydrofuran). Yields the product C(=C)C1=CC2=C(C=N1)OCCO2 (7-Vinyl-2,3-dihydro-[1,4]dioxino[2,3-c]pyridine). The yield is 145.6%. RXN SMILES: [O:1]1[C:10]2[CH:9]=[C:8]([CH:11](O)[CH2:12][Si](C)(C)C)[N:7]=[CH:6][C:5]=2[O:4][CH2:3][CH2:2]1.CC(C)([O-])C.[K+]>O1CCCC1>[CH:11]([C:8]1[N:7]=[CH:6][C:5]2[O:4][CH2:3][CH2:2][O:1][C:10]=2[CH:9]=1)=[CH2:12] |f:1.2|. Reported procedure: A solution of (d) (1.6 g) in tetrahydrofuran (20 ml) was treated at 0° C. under argon with a solution of potassium t-butoxide in tetrahydrofuran (1M; 7.6 ml, 7.6 mmol). After 2 hours the mixture was partitioned between ethyl acetate—half saturated aqueous ammonium chloride solution. The organic extract was dried and evaporated affording an oil (1.5 g). The reactants are ClCC1=CC=C(OCC=2N=C(OC2C)C2=CC=CC=C2)C=C1 (4-(4-chloromethylphenoxymethyl)-5-methyl-2-phenyloxazole), OC=1C=C(C=NC1)C(=O)OC (methyl 5-hydroxy-3-pyridinecarboxylate), CN(C=O)C (N,N-dimethylformamide), [H-].[Na+] (sodium hydride). Run in O (water). Run at time 3 hour. The product is CC1=C(N=C(O1)C1=CC=CC=C1)COC1=CC=C(COC=2C=C(C=NC2)C(=O)OC)C=C1 (methyl 5-[4-[(5-methyl-2-phenyl-4-oxazolyl)methoxy]benzyloxy]-3-pyridinecarboxylate). Isolated yield 42.9%. Reaction SMILES: Cl[CH2:2][C:3]1[CH:22]=[CH:21][C:6]([O:7][CH2:8][C:9]2[N:10]=[C:11]([C:15]3[CH:20]=[CH:19][CH:18]=[CH:17][CH:16]=3)[O:12][C:13]=2[CH3:14])=[CH:5][CH:4]=1.[OH:23][C:24]1[CH:25]=[C:26]([C:30]([O:32][CH3:33])=[O:31])[CH:27]=[N:28][CH:29]=1.CN(C)C=O.[H-].[Na+]>O>[CH3:14][C:13]1[O:12][C:11]([C:15]2[CH:20]=[CH:19][CH:18]=[CH:17][CH:16]=2)=[N:10][C:9]=1[CH2:8][O:7][C:6]1[CH:21]=[CH:22][C:3]([CH2:2][O:23][C:24]2[CH:25]=[C:26]([C:30]([O:32][CH3:33])=[O:31])[CH:27]=[N:28][CH:29]=2)=[CH:4][CH:5]=1 |f:3.4|. Procedure details: To a mixture of 4-(4-chloromethylphenoxymethyl)-5-methyl-2-phenyloxazole (4.52 g), methyl 5-hydroxy-3-pyridinecarboxylate (2.0 g), and N,N-dimethylformamide (30 mL) was added sodium hydride (60%, oil, 0.58 g) under ice-cooling, and the mixture was stirred at room temperature for 3 hrs. The reaction mixture was poured into water, and the precipitated crystals were collected by filtration. The crystals were subjected to silica gel column chromatography to give crystals (2.41 g, 0.43%) of methyl 5-... Reactants: OCCCO, [K+], [K+], [K+], Nc1c(C(=O)c2cccc(Br)c2)cnn1-c1ccc(F)cc1, C1COCCO1, O=P([O-])([O-])[O-], OB(O)c1cccnc1. Yields the product Nc1c(C(=O)c2cccc(-c3cccnc3)c2)cnn1-c1ccc(F)cc1. Reaction SMILES: [CH2:32]([OH:33])[CH2:34][CH2:35][OH:36].[K+:42].[K+:43].[K+:44].[NH2:1][c:2]1[c:3]([C:14]([c:15]2[cH:16][c:17]([Br:21])[cH:18][cH:19][cH:20]2)=[O:22])[cH:4][n:5][n:6]1-[c:7]1[cH:8][cH:9][c:10]([F:13])[cH:11][cH:12]1.[O:45]1[CH2:46][CH2:47][O:48][CH2:49][CH2:50]1.[P:37]([O-:38])([O-:39])([O-:40])=[O:41].[n:23]1[cH:24][c:25]([B:29]([OH:30])[OH:31])[cH:26][cH:27][cH:28]1>>[NH2:1][c:2]1[c:3]([C:14]([c:15]2[cH:16][c:17](-[c:25]3[cH:24][n:23][cH:28][cH:27][cH:26]3)[cH:18][cH:19][cH:20]2)=[O:22])[cH:4][n:5][n:6]1-[c:7]1[cH:8][cH:9][c:10]([F:13])[cH:11][cH:12]1. Reactants: NC[C@H]1N(CCC[C@H]1C)C(=O)C1=C(C=CC(=C1)F)C1=NC=CC=N1 (((2S,3R)-2-(aminomethyl)-3-methylpiperidin-1-yl)(5-fluoro-2-(pyrimidin-2-yl)phenyl)methanone), FC1=NC=C(C=C1)C(F)(F)F (2-fluoro-5-(trifluoromethyl)pyridine). Product: FC=1C=CC(=C(C1)C(=O)N1[C@@H]([C@@H](CCC1)C)CNC1=NC=C(C=C1)C(F)(F)F)C1=NC=CC=N1 ((5-Fluoro-2-(pyrimidin-2-yl)phenyl)((2S,3R)-3-methyl-2-(((5-(trifluoromethyl)pyridin-2-yl)amino)methyl)piperidin-1-yl)methanone). As a reaction SMILES: [NH2:1][CH2:2][C@@H:3]1[C@H:8]([CH3:9])[CH2:7][CH2:6][CH2:5][N:4]1[C:10]([C:12]1[CH:17]=[C:16]([F:18])[CH:15]=[CH:14][C:13]=1[C:19]1[N:24]=[CH:23][CH:22]=[CH:21][N:20]=1)=[O:11].F[C:26]1[CH:31]=[CH:30][C:29]([C:32]([F:35])([F:34])[F:33])=[CH:28][N:27]=1>>[F:18][C:16]1[CH:15]=[CH:14][C:13]([C:19]2[N:20]=[CH:21][CH:22]=[CH:23][N:24]=2)=[C:12]([C:10]([N:4]2[CH2:5][CH2:6][CH2:7][C@@H:8]([CH3:9])[C@H:3]2[CH2:2][NH:1][C:26]2[CH:31]=[CH:30][C:29]([C:32]([F:35])([F:34])[F:33])=[CH:28][N:27]=2)=[O:11])[CH:17]=1. Procedure: The title compound was prepared following the same general protocol as described for Example A1, using ((2S,3R)-2-(aminomethyl)-3-methylpiperidin-1-yl)(5-fluoro-2-(pyrimidin-2-yl)phenyl)methanone and 2-fluoro-5-(trifluoromethyl)pyridine. ESI-MS (m/z): 474 [M+1]+.